This data is from the Open Reaction Database (ORD), a public repository of structured organic reaction records. The task is: describe an organic reaction: reactants, conditions, products, and yield The reactants are C(C)(C)P(C1=CC=C(C=C1)C)C(C)C (diisopropyl-p-tolyl-phosphane), OO (hydrogen peroxide). The solvent is C(Cl)Cl (DCM), C(Cl)Cl (DCM). The product is C(C)(C)P(=O)(C1=CC=C(C=C1)C)C(C)C (1-(Diisopropyl-phosphinoyl)-4-methyl-benzene). RXN SMILES: [CH:1]([P:4]([CH:12]([CH3:14])[CH3:13])[C:5]1[CH:10]=[CH:9][C:8]([CH3:11])=[CH:7][CH:6]=1)([CH3:3])[CH3:2].[OH:15]O>C(Cl)Cl>[CH:12]([P:4]([CH:1]([CH3:3])[CH3:2])([C:5]1[CH:6]=[CH:7][C:8]([CH3:11])=[CH:9][CH:10]=1)=[O:15])([CH3:14])[CH3:13]. Reported procedure: To a solution of diisopropyl-p-tolyl-phosphane (2.6 g, 12.48 mmol) in DCM (5 mL) at 0° C. was added hydrogen peroxide (4.08 mL, 13.31 mmol) dropwise. The reaction mixture was allowed to warm to RT. The reaction was diluted with DCM, washed with water, brine, dried (MgSO4), filtered and the solvent was evaporated under reduced pressure. The material was used without further purification. MS: cal'd 225 (MH+), exp 225 (MH+). Starting materials: O[C@H]1C[C@@H]([C@H](N(C1)C)C(=O)N1CCC(=CC1)C1=CC=CC=C1)C(=O)OC (methyl(2S,3S,5S)-5-hydroxy-1-methyl-2-[(4-phenyl-3,6-dihydropyridin-1(2H)-yl)carbonyl]piperidine-3-carboxylate), C(Cl)Cl (methylene chloride), C1=CN(C=N1)C(=O)N2C=CN=C2 (N,N-carbonyldiimidazole), N1CCCCC1 (piperidine). Conditions: time 8 hour. The product is N1(CCCCC1)C(=O)O[C@@H]1CN([C@@H]([C@H](C1)C(=O)OC)C(=O)N1CCC(=CC1)C1=CC=CC=C1)C ((3S,5S,6S)-5-(methoxycarbonyl)-1-methyl-6-[(4-phenyl-3,6-dihydropyridin-1(2H)-yl)carbonyl]piperidin-3-yl piperidine-1-carboxylate). RXN SMILES: [OH:1][C@@H:2]1[CH2:7][N:6]([CH3:8])[C@H:5]([C:9]([N:11]2[CH2:16][CH:15]=[C:14]([C:17]3[CH:22]=[CH:21][CH:20]=[CH:19][CH:18]=3)[CH2:13][CH2:12]2)=[O:10])[C@@H:4]([C:23]([O:25][CH3:26])=[O:24])[CH2:3]1.C(Cl)Cl.C1N=CN([C:35]([N:37]2[CH:41]=N[CH:39]=[CH:38]2)=[O:36])C=1.N1CCC[CH2:44][CH2:43]1>>[N:37]1([C:35]([O:1][C@H:2]2[CH2:3][C@H:4]([C:23]([O:25][CH3:26])=[O:24])[C@@H:5]([C:9]([N:11]3[CH2:12][CH:13]=[C:14]([C:17]4[CH:22]=[CH:21][CH:20]=[CH:19][CH:18]=4)[CH2:15][CH2:16]3)=[O:10])[N:6]([CH3:8])[CH2:7]2)=[O:36])[CH2:38][CH2:39][CH2:44][CH2:43][CH2:41]1. Procedure details: A solution of methyl(2S,3S,5S)-5-hydroxy-1-methyl-2-[(4-phenyl-3,6-dihydropyridin-1(2H)-yl)carbonyl]piperidine-3-carboxylate (72 mg, 0.00020 mol) in methylene chloride (2.0 mL, 0.031 mol) was treated with N,N-carbonyldiimidazole (50 mg, 0.0003 mol) at rt for 2 h. To the mixture was added piperidine (0.060 mL, 0.00060 mol). After stirred at rt overnight, the mixture was concentrated to dry and used directly in next step. Starting materials: NC=1C=C(C=CC1Cl)NC(\C=C\C1=CC=C(C=C1)C(C)(C)C)=O ((2E)-N-(3-Amino-4-chlorophenyl)-3-[4-(tert-butyl)phenyl]prop-2-enamide), C(C)(C)(C)C1=CC=C(C=C1)/C=C/C(=O)NC1=CC(=C(C=C1)Cl)[N+](=O)[O-] ((2E)-3-[4-(tert-butyl)phenyl]-N-(4-chloro-3-nitrophenyl)prop-2-enamide), CCO (EtOH), [In] (indium). Run in [NH4+].[Cl-] (NH4Cl). Product: C(C)(C)(C)C1=CC=C(C=C1)/C=C/C(=O)NC1=CC(=C(C=C1)Cl)NC(=O)NC ((2E)-3-[4-(tert-Butyl)phenyl]-N-{4-chloro-3-[(methylamino)carbonylamino]-phenyl}prop-2-enamide). As a reaction SMILES: [NH2:1][C:2]1[CH:3]=[C:4]([NH:9][C:10](=[O:23])/[CH:11]=[CH:12]/[C:13]2[CH:18]=[CH:17][C:16]([C:19]([CH3:22])([CH3:21])[CH3:20])=[CH:15][CH:14]=2)[CH:5]=[CH:6][C:7]=1[Cl:8].C(C1C=CC(/C=C/[C:36]([NH:38][C:39]2C=CC(Cl)=C([N+]([O-])=O)C=2)=[O:37])=CC=1)(C)(C)C.CCO.[In]>[NH4+].[Cl-]>[C:19]([C:16]1[CH:15]=[CH:14][C:13](/[CH:12]=[CH:11]/[C:10]([NH:9][C:4]2[CH:5]=[CH:6][C:7]([Cl:8])=[C:2]([NH:1][C:36]([NH:38][CH3:39])=[O:37])[CH:3]=2)=[O:23])=[CH:18][CH:17]=1)([CH3:20])([CH3:22])[CH3:21] |f:4.5|. Procedure: (2E)-N-(3-Amino-4-chlorophenyl)-3-[4-(tert-butyl)phenyl]prop-2-enamide. To a round-bottomed flask equipped with a magnetic stir bar, was added (2E)-3-[4-(tert-butyl)phenyl]-N-(4-chloro-3-nitrophenyl)prop-2-enamide, Example 156, (250 mg, 0.69 mmol), EtOH (8 mL), indium (800 mg, 6.9 mmol, Aldrich) and satd NH4Cl (10 mL). The reaction mixture was stirred at reflux for 5 h. The solvents were removed in vacuo, the residue was dissolved in EtOAc (20 mL), washed with water (20 mL), dried over Na2SO4, f... The solvent is N1=CC=CC=C1 (pyridine). As a reaction SMILES: [Cl:1][C:2]1[CH:3]=[CH:4][C:5]([O:21][CH3:22])=[C:6]([CH:20]=1)[C:7]([NH:9][CH2:10][CH2:11][C:12]1[CH:19]=[CH:18][C:15]([CH:16]=O)=[CH:14][CH:13]=1)=[O:8].N1CCCCC1.C(O)(=O)[CH2:30][C:31]([OH:33])=[O:32].C(=O)=O>N1C=CC=CC=1>[Cl:1][C:2]1[CH:3]=[CH:4][C:5]([O:21][CH3:22])=[C:6]([CH:20]=1)[C:7]([NH:9][CH2:10][CH2:11][C:12]1[CH:19]=[CH:18][C:15]([CH:16]=[CH:30][C:31]([OH:33])=[O:32])=[CH:14][CH:13]=1)=[O:8]. The product is ClC=1C=CC(=C(C(=O)NCCC2=CC=C(C=CC(=O)O)C=C2)C1)OC (4-[2-(5-Chloro-2methoxybenzamido)-ethyl]-cinnamic acid). Starting materials: ClC=1C=CC(=C(C(=O)NCCC2=CC=C(C=O)C=C2)C1)OC (4-[2-(5-chloro-2-methoxybenzamido)-ethyl]-benzaldehyde), C(=O)=O (carbon dioxide), N1CCCCC1 (piperidine), C(CC(=O)O)(=O)O (malonic acid). Procedure: 31.75 g. 4-[2-(5-chloro-2-methoxybenzamido)-ethyl]-benzaldehyde (m.p. 115°-116° C.) and 1 ml. piperidine are added to 11.5 g. malonic acid in 100 ml. anhydrous pyridine. The reaction mixture is heated on a waterbath until the evolution of carbon dioxide is finished. After cooling, the reaction mixture is poured on to ice/concentrated hydrochloric acid and the precipitate formed is filtered off with suction, whereafter it is recrystallized from ethanol. There are obained 23.4 g. (about 65% of the... Reactants: ClC1=NN2C(C3=CC=CC=C13)=NN=C2C2=CC=C(C=C2)OC (6-chloro-3-(4-methoxy-phenyl)-[1,2,4]triazolo[3,4-a]phthalazine), ClC1=NN2C(C3=CC=CC=C13)=NN=C2C2=CC=C(C=C2)OC (6-chloro-3-(4-methoxy-phenyl)-[1,2,4]triazolo[3,4-a]phthalazine), COC1=CC=C(C=C1)N (p-anisidine). Solvent: C(C)O (ethanol). Yields the product COC1=CC=C(C=C1)NC1=NN2C(C3=CC=CC=C13)=NN=C2C2=CC=C(C=C2)OC ((4-Methoxyphenyl)-[3-(4-methoxyphenyl)-[1,2,4]triazolo[3,4-a]phthalazin-6-yl]-amine). The yield is 81.3%. Reaction SMILES: Cl[C:2]1[C:11]2[C:6](=[CH:7][CH:8]=[CH:9][CH:10]=2)[C:5]2=[N:12][N:13]=[C:14]([C:15]3[CH:20]=[CH:19][C:18]([O:21][CH3:22])=[CH:17][CH:16]=3)[N:4]2[N:3]=1.[CH3:23][O:24][C:25]1[CH:30]=[CH:29][C:28]([NH2:31])=[CH:27][CH:26]=1>C(O)C>[CH3:23][O:24][C:25]1[CH:30]=[CH:29][C:28]([NH:31][C:2]2[C:11]3[C:6](=[CH:7][CH:8]=[CH:9][CH:10]=3)[C:5]3=[N:12][N:13]=[C:14]([C:15]4[CH:20]=[CH:19][C:18]([O:21][CH3:22])=[CH:17][CH:16]=4)[N:4]3[N:3]=2)=[CH:27][CH:26]=1. Procedure details: 5.0 g of 6-chloro-3-(4-methoxy-phenyl)-[1,2,4]triazolo[3,4-a]phthalazine (compound B1), and 20 g p-anisidine are stirred at 170° C. for 5 h. The reaction mixture is diluted with 40 ml ethanol and the precipitate is filtered with suction. The solid is recrystallized from N,N-dimethylformamide to yield 5.2 g of the title compound. M.p.: 301-304° C. The reactants are COC(CC=1C=C(C(=CC1)OC)C1=C(C=C(C=C1)C(F)(F)F)CNCC)=O ((2′-ethylaminomethyl-6-methoxy-4′-trifluoromethyl-biphenyl-3-yl)-acetic acid methyl ester), ClC1=CC=C(OCC(=O)Cl)C=C1 (4-chlorophenoxyacetyl chloride). Yields the product ClC1=CC=C(OCC(=O)N(CC)CC2=C(C=CC(=C2)C(F)(F)F)C2=CC(=CC=C2OC)CC(=O)O)C=C1 ([2′-({[2-(4-Chloro-phenoxy)-acetyl]-ethyl-amino}-methyl)-6-methoxy-4′-trifluoromethyl-biphenyl-3-yl]acetic acid). As a reaction SMILES: C[O:2][C:3](=[O:27])[CH2:4][C:5]1[CH:6]=[C:7]([C:13]2[CH:18]=[CH:17][C:16]([C:19]([F:22])([F:21])[F:20])=[CH:15][C:14]=2[CH2:23][NH:24][CH2:25][CH3:26])[C:8]([O:11][CH3:12])=[CH:9][CH:10]=1.[Cl:28][C:29]1[CH:39]=[CH:38][C:32]([O:33][CH2:34][C:35](Cl)=[O:36])=[CH:31][CH:30]=1>>[Cl:28][C:29]1[CH:39]=[CH:38][C:32]([O:33][CH2:34][C:35]([N:24]([CH2:23][C:14]2[CH:15]=[C:16]([C:19]([F:21])([F:22])[F:20])[CH:17]=[CH:18][C:13]=2[C:7]2[C:8]([O:11][CH3:12])=[CH:9][CH:10]=[C:5]([CH2:4][C:3]([OH:27])=[O:2])[CH:6]=2)[CH2:25][CH3:26])=[O:36])=[CH:31][CH:30]=1. Procedure details: [2′-({[2-(4-Chloro-phenoxy)-acetyl]-ethyl-amino}-methyl)-6-methoxy-4′-trifluoromethyl-biphenyl-3-yl]acetic acid (Compound 1-93) was prepared by following the procedures outlined in Example 1 and using (2′-ethylaminomethyl-6-methoxy-4′-trifluoromethyl-biphenyl-3-yl)-acetic acid methyl ester and 4-chlorophenoxyacetyl chloride. The reactants are CN1CCNCC1, Cc1ccccc1, COc1ccccc1, [Cl-], [Cl-], [Cl-], [Cl-], O=C1Nc2cscc2Nc2ccc(F)cc21, [Ti+4]. Product: CN1CCN(C2=Nc3cscc3Nc3ccc(F)cc32)CC1. RXN SMILES: [CH3:1][N:2]1[CH2:3][CH2:4][NH:5][CH2:6][CH2:7]1.[CH3:37][c:38]1[cH:39][cH:40][cH:41][cH:42][cH:43]1.[CH3:8][O:9][c:10]1[cH:11][cH:12][cH:13][cH:14][cH:15]1.[Cl-:32].[Cl-:33].[Cl-:34].[Cl-:35].[F:16][c:17]1[cH:18][cH:19][c:20]2[c:21]([cH:31]1)[C:22](=[O:30])[NH:23][c:24]1[c:25]([cH:27][s:28][cH:29]1)[NH:26]2.[Ti+4:36]>>[CH3:1][N:2]1[CH2:3][CH2:4][N:5]([C:22]2=[N:23][c:24]3[c:25]([cH:27][s:28][cH:29]3)[NH:26][c:20]3[cH:19][cH:18][c:17]([F:16])[cH:31][c:21]32)[CH2:6][CH2:7]1.